This data is from the Open Reaction Database (ORD), a public repository of structured organic reaction records. The task is: describe an organic reaction: reactants, conditions, products, and yield The reactants are C(C)C=1C(=C(SC1)C)C1C(C2C3CCC(C2C1=O)O3)=O (4-(4-ethyl-2-methyl-thiophen-3-yl)-10-oxa-tricyclo[5.2.1.0*2,6*]decane-3,5-dione), BrBr (bromine). Run in C(Cl)Cl (DCM). Reaction conditions: time 3 hour. Product: BrC1=C(C(=C(S1)C)C1C(C2C3CCC(C2C1=O)O3)=O)CC (4-(5-bromo-4-ethyl-2-methyl-thiophen-3-yl)-10-oxa-tricyclo[5.2.1.0*2,6*]decane-3,5-dione). Yield: 46.6%. Reaction SMILES: [CH2:1]([C:3]1[C:4]([CH:9]2[C:17](=[O:18])[CH:16]3[CH:11]([CH:12]4[O:19][CH:15]3[CH2:14][CH2:13]4)[C:10]2=[O:20])=[C:5]([CH3:8])[S:6][CH:7]=1)[CH3:2].[Br:21]Br>C(Cl)Cl>[Br:21][C:7]1[S:6][C:5]([CH3:8])=[C:4]([CH:9]2[C:17](=[O:18])[CH:16]3[CH:11]([CH:12]4[O:19][CH:15]3[CH2:14][CH2:13]4)[C:10]2=[O:20])[C:3]=1[CH2:1][CH3:2]. Reported procedure: To a suspension of 4-(4-ethyl-2-methyl-thiophen-3-yl)-10-oxa-tricyclo[5.2.1.0*2,6*]decane-3,5-dione (73 mg, 0.25 mmol) in DCM (2 ml), at 0° C., is added bromine (26 μl, 0.5 mmol) in one portion, and the reaction allowed to warm to ambient and stirred at room temperature for 3 hours. The reaction is concentrated in vacuo, re-dissolved in methanol (10 ml), potassium carbonate (250 mg) added and the resulting suspension stirred at room temperature for a further 17 hours. The reaction is quenched by... The reactants are N1=CN(C2=NC=CC=C21)CC2=CC1=C(N=C(S1)S(=O)C)C=C2 (6-((3H-imidazo[4,5-b]pyridin-3-yl)methyl)-2-(methylsulfinyl)benzo[d]thiazole), CCN(C(C)C)C(C)C (DIEA), N[C@H]1[C@@H](CCCC1)O ((1R,2R)-2-aminocyclohexanol). Run in CC(=O)N(C)C (DMA), CCOC(=O)C (EtOAc). Conditions: temperature 120 celsius, time 6 hour. Product: N1=CN(C2=NC=CC=C21)CC2=CC1=C(N=C(S1)N[C@H]1[C@@H](CCCC1)O)C=C2 ((1R,2R)-2-((6-((3H-imidazo[4,5-b]pyridin-3-yl)methyl)benzo[d]thiazol-2-yl)amino)cyclohexanol), solid. Isolated yield 58.0%. Reaction SMILES: [N:1]1[C:9]2[C:4](=[N:5][CH:6]=[CH:7][CH:8]=2)[N:3]([CH2:10][C:11]2[CH:22]=[CH:21][C:14]3[N:15]=[C:16](S(C)=O)[S:17][C:13]=3[CH:12]=2)[CH:2]=1.CCN(C(C)C)C(C)C.[NH2:32][C@@H:33]1[CH2:38][CH2:37][CH2:36][CH2:35][C@H:34]1[OH:39]>CC(N(C)C)=O.CCOC(C)=O>[N:1]1[C:9]2[C:4](=[N:5][CH:6]=[CH:7][CH:8]=2)[N:3]([CH2:10][C:11]2[CH:22]=[CH:21][C:14]3[N:15]=[C:16]([NH:32][C@@H:33]4[CH2:38][CH2:37][CH2:36][CH2:35][C@H:34]4[OH:39])[S:17][C:13]=3[CH:12]=2)[CH:2]=1. Reported procedure: To a suspension of 6-((3H-imidazo[4,5-b]pyridin-3-yl)methyl)-2-(methylsulfinyl)benzo[d]thiazole (1.3 g, 3.96 mmol) from Step 5 of this Example in DMA (6 mL) were added DIEA (511 mg, 3.96 mmol) and (1R,2R)-2-aminocyclohexanol (1.36 g, 11.9 mmol) at rt. The reaction mixture was stirred in a sealed tube at 120° C. for 6 h. After cooling to rt, the mixture was diluted with 120 mL of EtOAc and washed with 120 mL of water. The organic layer was dried over MgSO4 and concentrated under reduced pressure.... The reactants are C(O)(O)=O.C(O)(O)=O.NC(=N)N (guanidine bis(carbonate)), ClC1=CC(=C(C=O)C(=C1)F)F (4-chloro-2,6-difluorobenzaldehyde), O (water). Solvent: CC(=O)N(C)C (DMA). Reaction conditions: temperature 140 celsius. Product: ClC1=CC(=C2C=NC(=NC2=C1)N)F (7-chloro-5-fluoroquinazolin-2-amine). Yield: 62.7%. RXN SMILES: [Cl:1][C:2]1[CH:9]=[C:8](F)[C:5]([CH:6]=O)=[C:4]([F:11])[CH:3]=1.C(=O)(O)O.C(=O)(O)O.[NH2:20][C:21]([NH2:23])=[NH:22].O>CC(N(C)C)=O>[Cl:1][C:2]1[CH:9]=[C:8]2[C:5]([CH:6]=[N:20][C:21]([NH2:23])=[N:22]2)=[C:4]([F:11])[CH:3]=1 |f:1.2.3|. Reported procedure: To a stirred suspension of 4-chloro-2,6-difluorobenzaldehyde (45 g, 255 mmol) in DMA (360 mL), at room temperature under nitrogen was added guanidine bis(carbonate) (70.0 g, 382 mmol). The mixture was heated to 140° C. for 3 hours. The reaction was then cooled to room temperature followed by addition of 400 mL water with stirring. The mixture was then filtered. The solids were then collected and triturated in 200 mL methanol for 10 minutes, then filtered. These solids were then dried in vacuo to... Starting materials: OC1=CC=NN1C1=NC=CC(=C1)C(=O)OC (methyl 2-(5-hydroxypyrazol-1-yl)pyridine-4-carboxylate), OCC1=C(C#N)C=C(C=C1)C (2-(hydroxymethyl)-5-methylbenzonitrile). The product is C(#N)C1=C(C=CC(=C1)C)COC1=CC=NN1C1=NC=CC(=C1)C(=O)OC (methyl 2-[5-[(2-cyano-4-methylphenyl)methoxy]pyrazol-1-yl]pyridine-4-carboxylate). As a reaction SMILES: [OH:1][C:2]1[N:6]([C:7]2[CH:12]=[C:11]([C:13]([O:15][CH3:16])=[O:14])[CH:10]=[CH:9][N:8]=2)[N:5]=[CH:4][CH:3]=1.O[CH2:18][C:19]1[CH:26]=[CH:25][C:24]([CH3:27])=[CH:23][C:20]=1[C:21]#[N:22]>>[C:21]([C:20]1[CH:23]=[C:24]([CH3:27])[CH:25]=[CH:26][C:19]=1[CH2:18][O:1][C:2]1[N:6]([C:7]2[CH:12]=[C:11]([C:13]([O:15][CH3:16])=[O:14])[CH:10]=[CH:9][N:8]=2)[N:5]=[CH:4][CH:3]=1)#[N:22]. Procedure details: The title compound was prepared from methyl 2-(5-hydroxypyrazol-1-yl)pyridine-4-carboxylate (PREPARATION 6) and 2-(hydroxymethyl)-5-methylbenzonitrile according to the procedure for the preparation of Example 125, part B. 1H NMR (400 MHz, CDCl3): δ 3.40 (3H, s), 3.97 (3H, s), 5.40 (2H, s), 5.83 (1H, d, J=1.2 Hz), 7.43 (1H, d, J=8.8 Hz), 7.50 (1H, s), 7.58-7.62 (2H, m), 7.76 (1H, d, J=5.2 Hz), 8.33 (1H, s), 8.68 (1H, d, J=5.2 Hz). [M+H] Calc'd for C19H16N4O3, 349. Found, 349.